Task: describe an organic reaction: reactants, conditions, products, and yield. Dataset: the Open Reaction Database (ORD), a public repository of structured organic reaction records Reactants: N(C1=CC=CC=C1)C=1C=C(C(C(=O)O)=CC1NC1=CC=CC=C1)C(=O)O (4,5-dianilino-phthalic acid). Reaction SMILES: [NH:1]([C:8]1[CH:9]=[C:10]([C:24]([OH:26])=[O:25])[C:11](=[CH:15][C:16]=1[NH:17][C:18]1[CH:23]=[CH:22][CH:21]=[CH:20][CH:19]=1)[C:12]([OH:14])=O)[C:2]1[CH:7]=[CH:6][CH:5]=[CH:4][CH:3]=1>CC(OC(C)=O)=O>[NH:17]([C:16]1[CH:15]=[C:11]2[C:12](=[O:14])[O:26][C:24](=[O:25])[C:10]2=[CH:9][C:8]=1[NH:1][C:2]1[CH:7]=[CH:6][CH:5]=[CH:4][CH:3]=1)[C:18]1[CH:23]=[CH:22][CH:21]=[CH:20][CH:19]=1. Procedure: A solution of 2 g of 4,5-dianilino-phthalic acid (Example 1'b)) in acetanhydride is heated to 60° C. for 30 min, resulting in a strong yellow colouring of the reaction mixture. After evaporation, yellow crystals of the crude title compound remain which are recrystallized from acetone/diethyl ether; the title compound has a m.p. of 196°-197° C. C20H14N2O3 : molecular weight calculated 330, found 330 (FD-MS). Solvent: CC(=O)OC(=O)C (acetanhydride). Product: N(C1=CC=CC=C1)C=1C=C2C(C(=O)OC2=O)=CC1NC1=CC=CC=C1 (4,5-dianilino-phthalic acid anhydride).